This data is from the Open Reaction Database (ORD), a public repository of structured organic reaction records. The task is: describe an organic reaction: reactants, conditions, products, and yield Starting materials: CC#N, C[Si](C)(C)I, [Na+], [Na+], [Na+], CCC(COC)Oc1cc(O)cc(C(=O)Nc2ccn(C)n2)c1, O=C([O-])O, O=S([O-])([O-])=S. Product: CCC(CO)Oc1cc(O)cc(C(=O)Nc2ccn(C)n2)c1. Reaction SMILES: [CH3:41][C:42]#[N:43].[I:24][Si:25]([CH3:26])([CH3:27])[CH3:28].[Na+:29].[Na+:39].[Na+:40].[OH:1][c:2]1[cH:3][c:4]([C:5](=[O:6])[NH:7][c:8]2[n:9][n:10]([CH3:13])[cH:11][cH:12]2)[cH:14][c:15]([O:17][CH:18]([CH2:19][CH3:20])[CH2:21][O:22][CH3:23])[cH:16]1.[OH:30][C:31](=[O:32])[O-:33].[S:34]([O-:35])([O-:36])(=[O:37])=[S:38]>>[OH:1][c:2]1[cH:3][c:4]([C:5](=[O:6])[NH:7][c:8]2[n:9][n:10]([CH3:13])[cH:11][cH:12]2)[cH:14][c:15]([O:17][CH:18]([CH2:19][CH3:20])[CH2:21][OH:22])[cH:16]1. The reagents and catalysts are C=1C=CC(=CC1)[P](C=2C=CC=CC2)(C=3C=CC=CC3)[Pd]([P](C=4C=CC=CC4)(C=5C=CC=CC5)C=6C=CC=CC6)([P](C=7C=CC=CC7)(C=8C=CC=CC8)C=9C=CC=CC9)[P](C=1C=CC=CC1)(C=1C=CC=CC1)C=1C=CC=CC1 (Pd(PPh3)4). Reactants: C([O-])([O-])=O.[K+].[K+] (Potassium carbonate), C(C)(C)(C)OC(=O)N1CN(C(C1)C=1NC(=CN1)C1=CC=C(C=C1)C1=CC=C(C=C1)C=1NC(=NC1)C1N(CCC1)C(C(C(C)C)NC(=O)OC)=O)C(C(C(C)C)NC(=O)OC)=O (3′-(2-Methoxycarbonylamino-3-methyl-butyryl)-5-(4′-{2-[1-(2-methoxycarbonylamino-3-methyl-butyryl)-pyrrolidin-2-yl]-3H-imidazol-4-yl}-biphenyl-4-yl)-2′,3′,4′,5′-tetrahydro-1H-[2,4]biimidazolyl-1′-carboxylic acid tert-butyl ester), C(C)(C)(C)OC(=O)N1CN(C(C1)C=1NC=C(N1)C1=CC=C(C=C1)Br)C(C(C(C)C)NC(=O)OC)=O (4-(4-Bromo-phenyl)-3′-(2-methoxycarbonylamino-3-methyl-butyryl)-2′,3′,4′,5′-tetrahydro-1H-[2,4]biimidazolyl-1′-carboxylic acid tert-butyl ester), COC(NC(C(C)C)C(=O)N1C(CCC1)C=1NC=C(N1)C1=CC=C(C=C1)B1OC(C(O1)(C)C)(C)C)=O ([2-Methyl-1-(2-{4-[4-(4,4,5,5-tetramethyl-[1,3,2]dioxaborolan-2-yl)-phenyl]-1H-imidazol-2-yl}-pyrrolidine-1-carbonyl)-propyl]-carbamic acid methyl ester). Run at temperature 120 celsius. RXN SMILES: [C:1]([O:5][C:6]([N:8]1[CH2:12][CH:11](C2NC(C3C=CC(C4C=CC(C5NC(C6CCCN6C(=O)C(NC(OC)=O)C(C)C)=NC=5)=CC=4)=CC=3)=CN=2)[N:10]([C:51](=[O:61])[CH:52]([NH:56][C:57]([O:59][CH3:60])=[O:58])[CH:53]([CH3:55])[CH3:54])[CH2:9]1)=[O:7])([CH3:4])([CH3:3])[CH3:2].C(OC(N1CC(C2[NH:75][CH:76]=[C:77]([C:79]3[CH:84]=[CH:83][C:82]([Br:85])=[CH:81][CH:80]=3)N=2)N(C(=O)C(NC(OC)=O)C(C)C)C1)=O)(C)(C)C.C[O:98]C(=O)NC(C(N1CCCC1C1NC=C(C2C=CC(B3OC(C)(C)C(C)(C)O3)=CC=2)N=1)=O)C(C)C.[C:133](=[O:136])([O-])[O-].[K+].[K+]>C1C=CC([P]([Pd]([P](C2C=CC=CC=2)(C2C=CC=CC=2)C2C=CC=CC=2)([P](C2C=CC=CC=2)(C2C=CC=CC=2)C2C=CC=CC=2)[P](C2C=CC=CC=2)(C2C=CC=CC=2)C2C=CC=CC=2)(C2C=CC=CC=2)C2C=CC=CC=2)=CC=1.O.COCCOC>[C:1]([O:5][C:6]([N:8]1[CH2:12][CH:11]([C:133](=[O:136])[NH:75][CH2:76][C:77]([C:79]2[CH:84]=[CH:83][C:82]([Br:85])=[CH:81][CH:80]=2)=[O:98])[N:10]([C:51](=[O:61])[CH:52]([NH:56][C:57]([O:59][CH3:60])=[O:58])[CH:53]([CH3:54])[CH3:55])[CH2:9]1)=[O:7])([CH3:4])([CH3:2])[CH3:3] |f:3.4.5,^1:142,144,163,182|. Yields the product C(C)(C)(C)OC(=O)N1CN(C(C1)C(NCC(=O)C1=CC=C(C=C1)Br)=O)C(C(C(C)C)NC(=O)OC)=O (4-[2-(4-Bromo-phenyl)-2-oxo-ethylcarbamoyl]-3-(2-methoxycarbonylamino-3-methyl-butyryl)-imidazolidine-1-carboxylic acid tert-butyl ester). Solvent: COCCOC (DME), O (water). Procedure: 3-(2-Methoxycarbonylamino-3-methyl-butyryl)-imidazolidine-1,4-dicarboxylic acid 1-tert-butyl ester 4-methyl ester (460 mg, 1.18 mmol) was dissolved in THF (3 mL) and MeOH (2 mL). An aqueous solution of LiOH (49.8 mg, 1.18 mmol) was added and stirring at room temperature was continued. After the hydrolysis was complete, the reaction was neutralized with aqueous HCl (1.18 mL, 1M). The organic solvents were removed in vacuo and the aqueous suspension was frozen and lyophilized. The crude material w... Procedure: Scheme 1 illustrates the synthesis of compounds of formula (I) wherein V1 is Cl or Br and V2 is NHCOR22. The triazolinone intermediate 4 is synthesized by the general method described by L. Maravetz, U.S. Pat. No. 4,705,557 (1987) and G. Theodoridis, International Patent Application WO87/03782. The 2-halo-5-nitrophenylhydrazine 1 [generated from the hydrochloride, which is prepared from the 2-halo-5-nitroaniline according to H. Stroh and G. Westphal, Chem. Ber., 96, 184 (1963), by partitioning b... Product: C1(=CC=CC=C1)C1=CC=CC=C1 (biphenyl). Reagents/catalysts: C=1C=CC(=CC1)[P](C=2C=CC=CC2)(C=3C=CC=CC3)[Pd]([P](C=4C=CC=CC4)(C=5C=CC=CC5)C=6C=CC=CC6)([P](C=7C=CC=CC7)(C=8C=CC=CC8)C=9C=CC=CC9)[P](C=1C=CC=CC1)(C=1C=CC=CC1)C=1C=CC=CC1 (tetrakis(triphenylphosphine)palladium(0)). As a reaction SMILES: Br[C:2]1[CH:7]=[CH:6][C:5]([CH3:8])=[C:4](F)[CH:3]=1>C1C=CC([P]([Pd]([P](C2C=CC=CC=2)(C2C=CC=CC=2)C2C=CC=CC=2)([P](C2C=CC=CC=2)(C2C=CC=CC=2)C2C=CC=CC=2)[P](C2C=CC=CC=2)(C2C=CC=CC=2)C2C=CC=CC=2)(C2C=CC=CC=2)C2C=CC=CC=2)=CC=1>[C:5]1([C:8]2[CH:6]=[CH:7][CH:2]=[CH:3][CH:4]=2)[CH:6]=[CH:7][CH:2]=[CH:3][CH:4]=1 |^1:13,15,34,53|. The reactants are BrC1=CC(=C(C=C1)C)F (4-bromo-2-fluorotoluene). Product: Cc1ccccc1OCC(=O)Nc1ccc(-c2nc3cc(CN)ccc3o2)cc1. As a reaction SMILES: [C:1](#[N:2])[c:3]1[cH:4][cH:5][c:6]2[c:7]([n:8][c:9](-[c:11]3[cH:12][cH:13][c:14]([NH:17][C:18]([CH2:19][O:20][c:21]4[c:22]([CH3:27])[cH:23][cH:24][cH:25][cH:26]4)=[O:28])[cH:15][cH:16]3)[o:10]2)[cH:29]1.[O:30]=[CH:31][N:32]([CH3:33])[CH3:34]>>[CH2:1]([NH2:2])[c:3]1[cH:4][cH:5][c:6]2[c:7]([n:8][c:9](-[c:11]3[cH:12][cH:13][c:14]([NH:17][C:18]([CH2:19][O:20][c:21]4[c:22]([CH3:27])[cH:23][cH:24][cH:25][cH:26]4)=[O:28])[cH:15][cH:16]3)[o:10]2)[cH:29]1. Reactants: Cc1ccccc1OCC(=O)Nc1ccc(-c2nc3cc(C#N)ccc3o2)cc1, CN(C)C=O. Starting materials: ClC1=C(C=C(C=C1)N=C=O)C(F)(F)F (4-chloro-3-trifluoromethyl-phenyl isocyanate), NC1=CC(=C(OC2=NC(=NC=C2)NCCCO)C=C1)Cl (3-[4-(4-amino-2-chloro-phenoxy)-pyrimidin-2-ylamino]-propan-1-ol). The solvent is C1CCOC1 (THF), C1CCOC1 (THF). Reaction conditions: time 8 hour. Yields the product ClC1=C(C=C(C=C1)NC(=O)NC1=CC(=C(C=C1)OC1=NC(=NC=C1)NCCCO)Cl)C(F)(F)F (1-(4-Chloro-3-trifluoromethyl-phenyl)-3-{3-chloro-4-[2-(3-hydroxy-propylamino)-pyrimidin-4-yloxy]-phenyl}-urea). The yield is 27.2%. RXN SMILES: [Cl:1][C:2]1[CH:7]=[CH:6][C:5]([N:8]=[C:9]=[O:10])=[CH:4][C:3]=1[C:11]([F:14])([F:13])[F:12].[NH2:15][C:16]1[CH:33]=[CH:32][C:19]([O:20][C:21]2[CH:26]=[CH:25][N:24]=[C:23]([NH:27][CH2:28][CH2:29][CH2:30][OH:31])[N:22]=2)=[C:18]([Cl:34])[CH:17]=1>C1COCC1>[Cl:1][C:2]1[CH:7]=[CH:6][C:5]([NH:8][C:9]([NH:15][C:16]2[CH:33]=[CH:32][C:19]([O:20][C:21]3[CH:26]=[CH:25][N:24]=[C:23]([NH:27][CH2:28][CH2:29][CH2:30][OH:31])[N:22]=3)=[C:18]([Cl:34])[CH:17]=2)=[O:10])=[CH:4][C:3]=1[C:11]([F:12])([F:13])[F:14]. Procedure details: A solution of 205 mg (0.926 mmol) 4-chloro-3-trifluoromethyl-phenyl isocyanate in 3 ml THF was added within 10 min. to a solution of 273 mg (0.926 mmol) 3-[4-(4-amino-2-chloro-phenoxy)-pyrimidin-2-ylamino]-propan-1-ol in 3 ml THF and stirring continued overnight. The reaction mixture was evaporated and purified by chromatography on silica (dichloromethane/ethanol 97:3). The obtained material was stirred with dichloromethane. The precipitate was filtered and dried to yield 130 mg of the title com... The reactants are C1CCOC1, COC(=O)Cc1cccc(Oc2ccc(Br)cc2CN(Cc2ccccc2)C(=O)OC)c1, Cl, [Li+], [OH-]. Product: COC(=O)N(Cc1ccccc1)Cc1cc(Br)ccc1Oc1cccc(CC(=O)O)c1. Reaction SMILES: [CH2:36]1[O:37][CH2:38][CH2:39][CH2:40]1.[CH3:1][O:2][C:3]([CH2:4][c:5]1[cH:6][c:7]([O:11][c:12]2[c:13]([CH2:19][N:20]([C:21](=[O:22])[O:23][CH3:24])[CH2:25][c:26]3[cH:27][cH:28][cH:29][cH:30][cH:31]3)[cH:14][c:15]([Br:18])[cH:16][cH:17]2)[cH:8][cH:9][cH:10]1)=[O:32].[ClH:35].[Li+:33].[OH-:34]>>[O:2]=[C:3]([CH2:4][c:5]1[cH:6][c:7]([O:11][c:12]2[c:13]([CH2:19][N:20]([C:21](=[O:22])[O:23][CH3:24])[CH2:25][c:26]3[cH:27][cH:28][cH:29][cH:30][cH:31]3)[cH:14][c:15]([Br:18])[cH:16][cH:17]2)[cH:8][cH:9][cH:10]1)[OH:32]. Reactants: [BH4-], CO, O=C(CS(=O)(=O)c1ccc(=O)[nH]n1)c1ccc(Cl)cc1, [Na+]. The product is O=c1ccc(S(=O)(=O)CC(O)c2ccc(Cl)cc2)n[nH]1. As a reaction SMILES: [BH4-:21].[CH3:23][OH:24].[Cl:1][c:2]1[cH:3][cH:4][c:5]([C:8]([CH2:9][S:10](=[O:11])(=[O:12])[c:13]2[cH:14][cH:15][c:16](=[O:19])[nH:17][n:18]2)=[O:20])[cH:6][cH:7]1.[Na+:22]>>[Cl:1][c:2]1[cH:3][cH:4][c:5]([CH:8]([CH2:9][S:10](=[O:11])(=[O:12])[c:13]2[cH:14][cH:15][c:16](=[O:19])[nH:17][n:18]2)[OH:20])[cH:6][cH:7]1. Starting materials: C(C)(=O)N1C(C(C2=CC=C(C=C12)C1=CC=CC=C1)=C(C1=CC=CC=C1)OCC)=O (1-acetyl-3-(1-ethoxy-1-phenyl-methylidene)-6-phenyl-2-indolinone), C(C1=CC=CC=C1)N(C)CC1=CC=C(N)C=C1 (4-[(N-benzyl-N-methyl-amino)-methyl]-aniline). The product is C(C1=CC=CC=C1)N(C)CC1=CC=C(N\C(\C2=CC=CC=C2)=C\2/C(NC3=CC(=CC=C23)C2=CC=CC=C2)=O)C=C1 (3-(Z)-(1-{4-[(N-benzyl-N-methyl-amino)-methyl]-anilino}-1-phenyl-methylidene)-6-phenyl-2-indolinone). Reaction SMILES: C([N:4]1[C:12]2[C:7](=[CH:8][CH:9]=[C:10]([C:13]3[CH:18]=[CH:17][CH:16]=[CH:15][CH:14]=3)[CH:11]=2)[C:6](=[C:19](OCC)[C:20]2[CH:25]=[CH:24][CH:23]=[CH:22][CH:21]=2)[C:5]1=[O:29])(=O)C.[CH2:30]([N:37]([CH2:39][C:40]1[CH:46]=[CH:45][C:43]([NH2:44])=[CH:42][CH:41]=1)[CH3:38])[C:31]1[CH:36]=[CH:35][CH:34]=[CH:33][CH:32]=1>>[CH2:30]([N:37]([CH2:39][C:40]1[CH:41]=[CH:42][C:43]([NH:44]/[C:19](=[C:6]2\[C:5](=[O:29])[NH:4][C:12]3[C:7]\2=[CH:8][CH:9]=[C:10]([C:13]2[CH:18]=[CH:17][CH:16]=[CH:15][CH:14]=2)[CH:11]=3)/[C:20]2[CH:21]=[CH:22][CH:23]=[CH:24][CH:25]=2)=[CH:45][CH:46]=1)[CH3:38])[C:31]1[CH:32]=[CH:33][CH:34]=[CH:35][CH:36]=1. Procedure details: Prepared from 1-acetyl-3-(1-ethoxy-1-phenyl-methylidene)-6-phenyl-2-indolinone and 4-[(N-benzyl-N-methyl-amino)-methyl]-aniline The reactants are C(C)OC(=O)C=1OC2=C(C(=CC=C2C(C1)=O)NC(C(F)(F)F)=O)C=CC (4-oxo-8-propenyl-7-(2,2,2-trifluoro-acetylamino)-4H-chromene-2-carboxylic acid ethyl ester), [Se](=O)=O (selenium dioxide), O (water), [Se](=O)=O (selenium dioxide). Run in O1CCOCC1 (dioxan). Run at time 8 hour. Yields the product C(C)OC(=O)C=1OC2=C3C=CC=NC3=CC=C2C(C1)=O (8-Oxo-8H-5-oxa-1-aza-phenanthrene-6-carboxylic acid ethyl ester). Isolated yield 74.3%. As a reaction SMILES: [CH2:1]([O:3][C:4]([C:6]1[O:7][C:8]2[C:13]([C:14](=[O:16])[CH:15]=1)=[CH:12][CH:11]=[C:10]([NH:17]C(=O)C(F)(F)F)[C:9]=2[CH:24]=[CH:25][CH3:26])=[O:5])[CH3:2].[Se](=O)=O.O>O1CCOCC1>[CH2:1]([O:3][C:4]([C:6]1[O:7][C:8]2[C:13]([C:14](=[O:16])[CH:15]=1)=[CH:12][CH:11]=[C:10]1[C:9]=2[CH:24]=[CH:25][CH:26]=[N:17]1)=[O:5])[CH3:2]. Procedure details: To 4-oxo-8-propenyl-7-(2,2,2-trifluoro-acetylamino)-4H-chromene-2-carboxylic acid ethyl ester (3.7 g, 10 mmole) in 100 mL of dioxan was added 4.4 g (40 mmole) of selenium dioxide. The mixture was refluxed under nitrogen for 5 hours. An additional 1.0 g of selenium dioxide was added and reflux continued for 8 hours. After the reaction had cooled, 500 mL of water was added and the mixture was extracted with first 300 mL and then 200 mL of ethyl acetate. The combined organic extracts were washed wi...